This data is from the Open Reaction Database (ORD), a public repository of structured organic reaction records. The task is: describe an organic reaction: reactants, conditions, products, and yield Starting materials: NN1C=NN=C1 (4-Amino-1,2,4-triazole), FC(C(=O)O)(F)F (Trifluoroacetic acid). Solvent: O (water). Run at time 1 hour. Product: [O-]C(=O)C(F)(F)F.NN1C=N[NH+]=C1 (4-Amino-1,2,4-Triazolium TFA). As a reaction SMILES: [NH2:1][N:2]1[CH:6]=[N:5][N:4]=[CH:3]1.[F:7][C:8]([F:13])([F:12])[C:9]([OH:11])=[O:10]>O>[O-:11][C:9]([C:8]([F:13])([F:12])[F:7])=[O:10].[NH2:1][N:2]1[CH:6]=[NH+:5][N:4]=[CH:3]1 |f:3.4|. Procedure: 4-Amino-1,2,4-triazole (1.27 g, 15.14 mmol) was dissolved in 5 ml of distilled water. Trifluoroacetic acid (1.12 ml, 15.14 mmol) was added via syringe at room temperature and the reaction was stirred at room temperature for 1 hour. The water was removed in vacuo with heating to approximately 90° C. for 4 hours. The reactants are BrCc1ccccc1, O=C([O-])[O-], [K+], [K+], CN(C)C=O, O, O=C(O)C1CCC(O)CC1. RXN SMILES: [Br:17][CH2:18][c:19]1[cH:20][cH:21][cH:22][cH:23][cH:24]1.[C:11](=[O:12])([O-:13])[O-:14].[K+:15].[K+:16].[O:26]=[CH:27][N:28]([CH3:29])[CH3:30].[OH2:25].[OH:1][CH:2]1[CH2:3][CH2:4][CH:5]([C:8](=[O:9])[OH:10])[CH2:6][CH2:7]1>>[OH:1][CH:2]1[CH2:3][CH2:4][CH:5]([C:8](=[O:9])[O:10][CH2:18][c:19]2[cH:20][cH:21][cH:22][cH:23][cH:24]2)[CH2:6][CH2:7]1. Yields the product O=C(OCc1ccccc1)C1CCC(O)CC1. The reactants are BrC1=CC(=C(C=C1)F)F (1-bromo-3,4-difluorobenzene), [OH-].[K+] (potassium hydroxide), S(O)(O)(=O)=O (sulphuric acid), C(CC)[C@@H]1CC[C@H](CC1)C1=CC(=C(C(=C1)F)I)F (1-(trans-4-propylcyclohexyl)-3,5-difluoro-4-iodobenzene), CC(C)(C#C)O (2-methyl-3-butyn-2-ol), C1(=CC=CC=C1)P(C1=CC=CC=C1)C1=CC=CC=C1 (triphenylphosphine). Reagents/catalysts: S(=O)(=O)(O)[O-].C(CCC)[N+](CCCC)(CCCC)CCCC (tetrabutylammonium hydrogen sulphate), Cl[Pd]([P](C1=CC=CC=C1)(C2=CC=CC=C2)C3=CC=CC=C3)([P](C4=CC=CC=C4)(C5=CC=CC=C5)C6=CC=CC=C6)Cl (bis(triphenylphosphine)palladium dichloride). Solvent: O1CCCC1 (tetrahydrofuran), C(C)N(CC)CC (triethylamine). Yields the product C(CC)[C@@H]1CC[C@H](CC1)C1=CC(=C(C(=C1)F)C#CC1=CC(=C(C=C1)F)F)F (4-(trans-4-propylcyclohexyl)-2,6,3',4'-tetrafluorotolane). Reaction SMILES: [CH2:1]([C@H:4]1[CH2:9][CH2:8][C@H:7]([C:10]2[CH:15]=[C:14]([F:16])[C:13](I)=[C:12]([F:18])[CH:11]=2)[CH2:6][CH2:5]1)[CH2:2][CH3:3].[CH3:19][C:20](O)(C#C)C.C1(P(C2C=CC=CC=2)C2C=CC=CC=2)C=CC=CC=1.Br[C:45]1[CH:50]=[CH:49][C:48]([F:51])=[C:47]([F:52])[CH:46]=1.[OH-].[K+].S(=O)(=O)(O)O>S([O-])(O)(=O)=O.C([N+](CCCC)(CCCC)CCCC)CCC.Cl[Pd](Cl)([P](C1C=CC=CC=1)(C1C=CC=CC=1)C1C=CC=CC=1)[P](C1C=CC=CC=1)(C1C=CC=CC=1)C1C=CC=CC=1.O1CCCC1.C(N(CC)CC)C>[CH2:1]([C@H:4]1[CH2:9][CH2:8][C@H:7]([C:10]2[CH:15]=[C:14]([F:16])[C:13]([C:19]#[C:20][C:45]3[CH:50]=[CH:49][C:48]([F:51])=[C:47]([F:52])[CH:46]=3)=[C:12]([F:18])[CH:11]=2)[CH2:6][CH2:5]1)[CH2:2][CH3:3] |f:4.5,7.8,^1:84,103|. Procedure details: A mixture of 1 g of 1-(trans-4-propylcyclohexyl)-3,5-difluoro-4-iodobenzene, 0.294 g of 2-methyl-3-butyn-2-ol, 0.077 g of bis(triphenylphosphine)palladium dichloride, 0.842 g of triethylamine, 0.084 g of triphenylphosphine and 10 ml of tetrahydrofuran was held under reflux for 48 hrs. Then, 0.326 ml of 1-bromo-3,4-difluorobenzene, 0.493 g of powdered potassium hydroxide and 0.205 g of tetrabutylammonium hydrogen sulphate were added in this sequence and the mixture was left to react under reflux ... The reactants are N1=CC=CC=C1 (pyridine), C=1(C(=CC=CC1)C(=O)Cl)C1=CC=CC=C1 (1,1′-biphenylcarbonyl chloride), O1CCCC1 (tetrahydrofuran), C(C=1C(S)=CC=CC1)(=O)O (Thiosalicylic acid), O1CCCC1 (tetrahydrofuran). The solvent is O (water), Cl (hydrochloric acid). The product is C1(=CC=C(C=C1)C(=O)SC1=C(C(=O)O)C=CC=C1)C1=CC=CC=C1 (2-[(1,1′-Biphenyl-4-ylcarbonyl)thio]benzoic acid). Yield: 56.0%. As a reaction SMILES: [C:1]([OH:10])(=[O:9])[C:2]1[C:3](=[CH:5][CH:6]=[CH:7][CH:8]=1)[SH:4].N1C=CC=CC=1.[C:17]1([C:26]2[CH:31]=[CH:30][CH:29]=[CH:28][CH:27]=2)[C:18](C(Cl)=O)=[CH:19][CH:20]=[CH:21][CH:22]=1.[O:32]1CCC[CH2:33]1>O.Cl>[C:26]1([C:17]2[CH:22]=[CH:21][CH:20]=[CH:19][CH:18]=2)[CH:27]=[CH:28][C:29]([C:33]([S:4][C:3]2[CH:5]=[CH:6][CH:7]=[CH:8][C:2]=2[C:1]([OH:10])=[O:9])=[O:32])=[CH:30][CH:31]=1. Procedure details: Thiosalicylic acid (1.06 g, 6.9 mmol) was suspended in tetrahydrofuran (10 ml). While stirring under ice cooling, pyridine (1.36 g, 17 mmol) and then a tetrahydrofuran solution (5 ml) of 1,1′-biphenylcarbonyl chloride (1.64 g, 7.6 mmol) were dropwise added to the suspension. After the reaction mixture was stirred for 14 hours, the mixture was diluted with water and 6N hydrochloric acid was added thereto to make its liquid property acidic. The mixture was extracted (50 ml×2) with ethyl acetate-te... Yields the product C(C)(C)(C)OC(=O)N1[C@@H](CN(CC1)C1=NC=C(C=C1C(F)(F)F)C=CC(=O)OC)C ((2R)-4-[5-(2-Methoxycarbonyl-vinyl)-3-trifluoromethyl-pyridin-2-yl]-2-methyl-piperazine-1-carboxylic acid tert-butyl ester). The reactants are C(C)(C)(C)OC(=O)N1[C@@H](CN(CC1)C1=NC=C(C=C1C(F)(F)F)Br)C ((2R)-4-(5-Bromo-3-trifluoromethyl-pyridin-2-yl)-2-methyl-piperazine-1-carboxylic acid tert-butyl ester), C(C=C)(=O)OC (methyl acrylate). Reagents/catalysts: [Cl-].C(C1=CC=CC=C1)[N+](CC)(CC)CC (benzyltriethyl ammonium chloride), C(C)(=O)[O-].[Pd+2].C(C)(=O)[O-] (palladium acetate). Reaction SMILES: [C:1]([O:5][C:6]([N:8]1[CH2:13][CH2:12][N:11]([C:14]2[C:19]([C:20]([F:23])([F:22])[F:21])=[CH:18][C:17](Br)=[CH:16][N:15]=2)[CH2:10][C@H:9]1[CH3:25])=[O:7])([CH3:4])([CH3:3])[CH3:2].[C:26]([O:30][CH3:31])(=[O:29])[CH:27]=[CH2:28]>[Cl-].C([N+](CC)(CC)CC)C1C=CC=CC=1.CN(C=O)C.O.C([O-])(=O)C.[Pd+2].C([O-])(=O)C>[C:1]([O:5][C:6]([N:8]1[CH2:13][CH2:12][N:11]([C:14]2[C:19]([C:20]([F:23])([F:22])[F:21])=[CH:18][C:17]([CH:28]=[CH:27][C:26]([O:30][CH3:31])=[O:29])=[CH:16][N:15]=2)[CH2:10][C@H:9]1[CH3:25])=[O:7])([CH3:4])([CH3:3])[CH3:2] |f:2.3,6.7.8|. Procedure: A mixture of (2R)-4-(5-bromo-3-trifluoromethyl-pyridin-2-yl)-2-methyl-piperazine-1-carboxylic acid tert-butyl ester from step (c) above (8.48 g, 20 mmol), methyl acrylate (1.9 g, 22 mmol, Aldrich), palladium acetate (49 mg, 2.0 mmol, Aldrich) and benzyltriethyl ammonium chloride (456 mg, 2.0 mmol, Aldrich) in DMF (20 mL) was stirred at 40° C. for 18 h. The reaction mixture was cooled to room temperature, diluted with water (50 mL) and extracted with EtOAc (2×80 mL). The combined organic extracts... Reaction conditions: temperature 40 celsius, time 18 hour. The solvent is CN(C)C=O (DMF), O (water). The reactants are CCCCC1CCC(CC#N)CC1, CCO, [K+], N, [OH-], O. The product is CCCCC1CCC(CC(=O)O)CC1. Reaction SMILES: [CH2:1]([CH2:2][CH2:3][CH3:4])[CH:5]1[CH2:6][CH2:7][CH:8]([CH2:11][C:12]#[N:13])[CH2:9][CH2:10]1.[CH3:18][CH2:19][OH:20].[K+:15].[NH3:17].[OH-:14].[OH2:16]>>[CH2:1]([CH2:2][CH2:3][CH3:4])[CH:5]1[CH2:6][CH2:7][CH:8]([CH2:11][C:12](=[O:14])[OH:16])[CH2:9][CH2:10]1. Starting materials: C(C1=CC=C(C(=O)OC)C=C1)(=O)OC (dimethyl terephthalate), NCCCO (3-amino-1-propanol). Product: OCCCN(C(C1=CC=C(C(=O)O)C=C1)=O)CCCO (N,N-bis(3-hydroxypropyl)terephthalic acid amide). Yield: 171.6%. Reaction SMILES: [C:1]([O:13]C)(=[O:12])[C:2]1[CH:11]=[CH:10][C:5]([C:6]([O:8]C)=O)=[CH:4][CH:3]=1.[NH2:15][CH2:16][CH2:17][CH2:18][OH:19]>>[OH:19][CH2:18][CH2:17][CH2:16][N:15]([CH2:4][CH2:5][CH2:6][OH:8])[C:6](=[O:8])[C:5]1[CH:4]=[CH:3][C:2]([C:1]([OH:13])=[O:12])=[CH:11][CH:10]=1. Reported procedure: Into a 500 mL separable flask, 48.1 g of dimethyl terephthalate (manufactured by Wako Pure Chemical Industries, Ltd.) and 112 g of 3-amino-1-propanol (manufactured by Wako Pure Chemical Industries, Ltd.) were placed and subjected to heat drying at 135° C. for 6.5 hours under nitrogen gas stream. To the reaction mixture, isopropyl alcohol was slowly added to thereby provide 59.8 g of N,N-bis(3-hydroxypropyl)terephthalic acid amide, which is an amide group-containing diol. Under a nitrogen gas atm... The reactants are C([O-])([O-])=O.[K+].[K+] (potassium carbonate), C=O (formalin), C(#N)[BH3-].[Na+] (sodium cyanoborohydride), COC(=O)C1NC(SC1)C1=CC=CC=C1 (4-methoxycarbonyl-2-phenylthiazolidine). Run in C(C)#N (acetonitrile), O (water), C(C)(=O)O (acetic acid). Conditions: time 30 minute. Yields the product COC(=O)C1N(C(SC1)C1=CC=CC=C1)C (4-methoxycarbonyl-3-methyl-2-phenylthiazolidine). Yield: 100.0%. RXN SMILES: [CH3:1][O:2][C:3]([CH:5]1[CH2:9][S:8][CH:7]([C:10]2[CH:15]=[CH:14][CH:13]=[CH:12][CH:11]=2)[NH:6]1)=[O:4].C=O.[C:18]([BH3-])#N.[Na+].C(=O)([O-])[O-].[K+].[K+]>O.C(O)(=O)C.C(#N)C>[CH3:1][O:2][C:3]([CH:5]1[CH2:9][S:8][CH:7]([C:10]2[CH:15]=[CH:14][CH:13]=[CH:12][CH:11]=2)[N:6]1[CH3:18])=[O:4] |f:2.3,4.5.6|. Procedure: A solution of 2.23 g of 4-methoxycarbonyl-2-phenylthiazolidine in 20 m of acetonitrile was chilled to -15° C. and, after addition of 4.3 g of 35% formalin and 1.0 g of sodium cyanoborohydride, was stirred for 30 minutes. The mixture was made acidic by addition of acetic acid under chilling with ice and, after addition of water, was made alkaline by addition of potassium carbonate. The alkaline solution was extracted with ether, and the etheral extract was dried over anhydrous sodium sulfate. The... The reactants are CC(C)(C)NS(=O)(=O)c1ccc(-c2nc(NC(=O)N(CCc3ccccn3)CCC(c3ccccc3)c3ccccc3)sc2Cl)cc1, ClCCl, O=C(O)C(F)(F)F, COc1ccccc1. Product: NS(=O)(=O)c1ccc(-c2nc(NC(=O)N(CCc3ccccn3)CCC(c3ccccc3)c3ccccc3)sc2Cl)cc1. As a reaction SMILES: [C:1]([CH3:2])([CH3:3])([CH3:4])[NH:5][S:6](=[O:7])(=[O:8])[c:9]1[cH:10][cH:11][c:12](-[c:15]2[n:16][c:17]([NH:21][C:22]([N:23]([CH2:24][CH2:25][c:26]3[n:27][cH:28][cH:29][cH:30][cH:31]3)[CH2:32][CH2:33][CH:34]([c:35]3[cH:36][cH:37][cH:38][cH:39][cH:40]3)[c:41]3[cH:42][cH:43][cH:44][cH:45][cH:46]3)=[O:47])[s:18][c:19]2[Cl:20])[cH:13][cH:14]1.[Cl:63][CH2:64][Cl:65].[F:56][C:57]([F:58])([F:59])[C:60]([OH:61])=[O:62].[c:48]1([O:49][CH3:50])[cH:51][cH:52][cH:53][cH:54][cH:55]1>>[NH2:5][S:6](=[O:7])(=[O:8])[c:9]1[cH:10][cH:11][c:12](-[c:15]2[n:16][c:17]([NH:21][C:22]([N:23]([CH2:24][CH2:25][c:26]3[n:27][cH:28][cH:29][cH:30][cH:31]3)[CH2:32][CH2:33][CH:34]([c:35]3[cH:36][cH:37][cH:38][cH:39][cH:40]3)[c:41]3[cH:42][cH:43][cH:44][cH:45][cH:46]3)=[O:47])[s:18][c:19]2[Cl:20])[cH:13][cH:14]1.